Dataset: the Open Reaction Database (ORD), a public repository of structured organic reaction records. Task: describe an organic reaction: reactants, conditions, products, and yield Reactants: CN[C@@H]1CC[C@H](CC1)CCCCCOS(=O)(=O)C (trans-Methansulfonic acid 5-(4-methyl amino-cyclohexyl)-pentyl ester), OCCNCCO (2-(2-Hydroxy-ethylamino)-ethanol), FC(C(=O)O)(F)F (trifluoroacetic acid), FC(C1=CC=C(C=C1)S(=O)(=O)Cl)(F)F (4-trifluoromethyl-phenyl sulfonylchloride). The product is OCCN(CCCCC[C@@H]1CC[C@H](CC1)N(S(=O)(=O)C1=CC=C(C=C1)C(F)(F)F)C)CCO (trans-N-(4-{5-[Bis-(2-hydroxy-ethyl)-amino]-pentyl}-cyclohexyl)-N-methyl-4-trifluoromethyl-benzenesulfonamide). As a reaction SMILES: [CH3:1][NH:2][C@H:3]1[CH2:8][CH2:7][C@H:6]([CH2:9][CH2:10][CH2:11][CH2:12][CH2:13]OS(C)(=O)=O)[CH2:5][CH2:4]1.FC(F)(F)C(O)=O.[F:26][C:27]([F:39])([F:38])[C:28]1[CH:33]=[CH:32][C:31]([S:34](Cl)(=[O:36])=[O:35])=[CH:30][CH:29]=1.[OH:40][CH2:41][CH2:42][NH:43][CH2:44][CH2:45][OH:46]>>[OH:40][CH2:41][CH2:42][N:43]([CH2:44][CH2:45][OH:46])[CH2:13][CH2:12][CH2:11][CH2:10][CH2:9][C@H:6]1[CH2:5][CH2:4][C@H:3]([N:2]([CH3:1])[S:34]([C:31]2[CH:32]=[CH:33][C:28]([C:27]([F:39])([F:38])[F:26])=[CH:29][CH:30]=2)(=[O:36])=[O:35])[CH2:8][CH2:7]1. Reported procedure: In analogy to examples 29.10 and 29.11, trans-Methansulfonic acid 5-(4-methyl amino-cyclohexyl)-pentyl ester.trifluoroacetic acid salt and 4-trifluoromethyl-phenyl sulfonylchloride were reacted) followed by treatment with 2-(2-Hydroxy-ethylamino)-ethanol to give trans-N-(4-{5-[Bis-(2-hydroxy-ethyl)-amino]-pentyl}-cyclohexyl)-N-methyl-4-trifluoromethyl-benzenesulfonamide. MS: 495 (MH+). The reactants are ClC1=CC=C(C=C1)C=1CCC(NN1)=O (6-(4-chlorophenyl)-4,5-dihydropyridazinone), C(C)(=O)O (acetic acid), BrBr (bromine). Run in O (water). The product is ClC1=CC=C(C=C1)C=1C=CC(NN1)=O (6-(4-chlorophenyl)pyridazinone). Yield: 93.1%. As a reaction SMILES: [Cl:1][C:2]1[CH:7]=[CH:6][C:5]([C:8]2[CH2:9][CH2:10][C:11](=[O:14])[NH:12][N:13]=2)=[CH:4][CH:3]=1.C(O)(=O)C.BrBr>O>[Cl:1][C:2]1[CH:7]=[CH:6][C:5]([C:8]2[CH:9]=[CH:10][C:11](=[O:14])[NH:12][N:13]=2)=[CH:4][CH:3]=1. Reported procedure: To a solution of 6-(4-chlorophenyl)-4,5-dihydropyridazinone (11.75 g) and glacial acetic acid (100 ml) was added dropwise 3 ml of bromine and the mixture was heated at 60°-70° C. for 3 h. The resulting mixture was cooled and slowly poured into 400 ml of cold water. The resulting white solid was filtered and dried to yield 10.83 g (89%) of 6-(4-chlorophenyl)pyridazinone. Starting materials: C(C)(C)(C)OC(CCN1CC(OCC1)C1=CC=C(C=C1)OCC1=CC=CC=C1)=O (3-{2-[4-(benzyloxy)-phenyl]morpholin-4-yl}-propionic acid tert-butyl ester), C(=O)(C(F)(F)F)O (TFA), O (water). Run in C(Cl)Cl (CH2Cl2). Run at time 2 hour. Yields the product FC(C(=O)O)(F)F.C(C1=CC=CC=C1)OC1=CC=C(C=C1)C1CN(CCO1)CCC(=O)O (3-{2-[4-(benzyloxy)-phenyl]-morpholin-4-yl}-propionic acid trifluoroacetic acid salt). As a reaction SMILES: C([O:5][C:6](=[O:29])[CH2:7][CH2:8][N:9]1[CH2:14][CH2:13][O:12][CH:11]([C:15]2[CH:20]=[CH:19][C:18]([O:21][CH2:22][C:23]3[CH:28]=[CH:27][CH:26]=[CH:25][CH:24]=3)=[CH:17][CH:16]=2)[CH2:10]1)(C)(C)C.[C:30]([OH:36])([C:32]([F:35])([F:34])[F:33])=[O:31].O>C(Cl)Cl>[F:33][C:32]([F:35])([F:34])[C:30]([OH:36])=[O:31].[CH2:22]([O:21][C:18]1[CH:17]=[CH:16][C:15]([CH:11]2[O:12][CH2:13][CH2:14][N:9]([CH2:8][CH2:7][C:6]([OH:29])=[O:5])[CH2:10]2)=[CH:20][CH:19]=1)[C:23]1[CH:24]=[CH:25][CH:26]=[CH:27][CH:28]=1 |f:4.5|. Procedure: The crude 3-{2-[4-(benzyloxy)-phenyl]morpholin-4-yl}-propionic acid tert-butyl ester (see §3) was treated with a mixture of TFA, water, and CH2Cl2 (30:3:67; 3 mL) and stirred at RT for 2 h. Subsequently, the volatiles were removed in vacuo, and the crude product was purified by preparative HPLC to afford 3-{2-[4-(benzyloxy)-phenyl]-morpholin-4-yl}-propionic acid trifluoroacetic acid salt; Rt=1.86 min. (System A), [M+H]+ Found: 342.19; Calc: 342.17. Conditions for the preparative LC-MS: Injection... Reactants: C=C1CC(=O)O1 (diketene), CP(OCC(C)C)[O-] (isobutyl methylphosphonite). Product: CP(OCC(C)C)(=O)CC1CC(O1)=O (isobutyl methyl(2-oxo-4-oxetanylmethyl)phosphinate). RXN SMILES: [CH2:1]=[C:2]1[O:6][C:4](=[O:5])[CH2:3]1.[CH3:7][P:8]([O-:14])[O:9][CH2:10][CH:11]([CH3:13])[CH3:12]>>[CH3:7][P:8]([CH2:1][CH:2]1[O:6][C:4](=[O:5])[CH2:3]1)(=[O:14])[O:9][CH2:10][CH:11]([CH3:13])[CH3:12]. Procedure: A mixture of 4.2 parts of diketene and 0.33 parts of bis-(t-butylcyclohexyl)perdicarbonate was added dropwise over 1 hour to 27.2 parts of vigorously stirred isobutyl methylphosphonite which was heated at 85° in a nitrogen atmosphere. After the addition the reaction mixture was passed down a wiped-wall still at a temperature of 50° C. and a pressure of 0.13 mb to remove the excess phosphonite. The residue was distilled on the wiped wall still at a temperature of 75° and a pressure of 0.13 mb. Th... Reactants: C(C(=O)Cl)(=O)Cl (oxalyl chloride), CN (methylamine), C1=CC=C(C=C1)OC2=CC=CC=C2Cl (2-chlorodiphenyl ether), [Mg] (magnesium), C(C)Br (ethyl bromide). Run in C1CCOC1 (THF), C1CCOC1 (THF), Cl (HCl), C1CCOC1 (THF), C1CCOC1 (THF). The product is CNC(C(=O)C1=C(C=CC=C1)OC1=CC=CC=C1)=O (N-methyl-2-(2-phenoxyphenyl)-2-oxoacetamide). RXN SMILES: [CH:1]1[CH:6]=[CH:5][C:4]([O:7][C:8]2[C:13](Cl)=[CH:12][CH:11]=[CH:10][CH:9]=2)=[CH:3][CH:2]=1.[Mg].C(Br)C.[C:19](Cl)(=[O:23])[C:20](Cl)=[O:21].[CH3:25][NH2:26]>C1COCC1.Cl>[CH3:25][NH:26][C:19](=[O:23])[C:20]([C:13]1[CH:12]=[CH:11][CH:10]=[CH:9][C:8]=1[O:7][C:4]1[CH:5]=[CH:6][CH:1]=[CH:2][CH:3]=1)=[O:21]. Procedure details: In a stream of nitrogen gas, 2-chlorodiphenyl ether (10.23 g, 0.05 mol) in dry THF (20 ml) was dropwise added to a mixture of magnesium (1.34 g, 0.055 mol) and ethyl bromide (0.19 ml) in dry THF (15 ml) under reflux over 30 minutes. After further reflux for 6 hours, the reaction mixture was diluted with dry THF (15 ml) and cooled below 20° C. This mixture was dropwise added to oxalyl chloride (7.62 g, 0.06 mol) in dry THF (100 ml) at -10° to 0° C. over 15 minutes, followed by stirring at -10° to... Yields the product NC(=O)c1cnc(Oc2ccc(C3OCCO3)cc2F)cn1. RXN SMILES: [C:24](=[O:25])([O-:26])[O-:27].[Cl:1][c:2]1[n:3][cH:4][c:5]([C:8](=[O:9])[NH2:10])[n:6][cH:7]1.[K+:28].[K+:29].[O:11]1[CH:12]([c:16]2[cH:17][c:18]([F:23])[c:19]([OH:22])[cH:20][cH:21]2)[O:13][CH2:14][CH2:15]1.[O:30]=[CH:31][N:32]([CH3:33])[CH3:34].[OH2:35]>>[c:2]1([O:22][c:19]2[c:18]([F:23])[cH:17][c:16]([CH:12]3[O:11][CH2:15][CH2:14][O:13]3)[cH:21][cH:20]2)[n:3][cH:4][c:5]([C:8](=[O:9])[NH2:10])[n:6][cH:7]1. Starting materials: O=C([O-])[O-], NC(=O)c1cnc(Cl)cn1, [K+], [K+], Oc1ccc(C2OCCO2)cc1F, CN(C)C=O, O.